Dataset: the Open Reaction Database (ORD), a public repository of structured organic reaction records. Task: describe an organic reaction: reactants, conditions, products, and yield The reactants are O=C([O-])[O-], C#CCn1c(C(F)(F)F)nc2cc(F)c(-n3c(=O)cc(C(F)(F)F)[nH]c3=O)cc21, CI, CC(C)=O, [K+], [K+]. Yields the product C#CCn1c(C(F)(F)F)nc2cc(F)c(-n3c(=O)cc(C(F)(F)F)n(C)c3=O)cc21. RXN SMILES: [C:30](=[O:31])([O-:32])[O-:33].[CH2:1]([C:2]#[CH:3])[n:4]1[c:5]([C:26]([F:27])([F:28])[F:29])[n:6][c:7]2[c:8]1[cH:9][c:10](-[n:14]1[c:15](=[O:25])[nH:16][c:17]([C:21]([F:22])([F:23])[F:24])[cH:18][c:19]1=[O:20])[c:11]([F:13])[cH:12]2.[CH3:36][I:37].[CH3:38][C:39](=[O:40])[CH3:41].[K+:34].[K+:35]>>[CH2:1]([C:2]#[CH:3])[n:4]1[c:5]([C:26]([F:27])([F:28])[F:29])[n:6][c:7]2[c:8]1[cH:9][c:10](-[n:14]1[c:15](=[O:25])[n:16]([CH3:30])[c:17]([C:21]([F:22])([F:23])[F:24])[cH:18][c:19]1=[O:20])[c:11]([F:13])[cH:12]2. Starting materials: C(C)(C)(C)OC(=O)N(CC1=C(C=CC(=C1)[N+](=O)[O-])Cl)C(=O)OC(C)(C)C (N-(2-chloro-5-nitrophenylmethyl)iminodicarboxylic acid di-t-butyl ester). Reagents/catalysts: [Ni] (Raney nickel). The product is C(C)(C)(C)OC(=O)N(CC1=C(C=CC(=C1)N)Cl)C(=O)OC(C)(C)C (N-(5-amino-2-chlorophenylmethyl)iminodicarboxylic acid di-t-butyl ester). Yield: 98.0%. RXN SMILES: [C:1]([O:5][C:6]([N:8]([C:20]([O:22][C:23]([CH3:26])([CH3:25])[CH3:24])=[O:21])[CH2:9][C:10]1[CH:15]=[C:14]([N+:16]([O-])=O)[CH:13]=[CH:12][C:11]=1[Cl:19])=[O:7])([CH3:4])([CH3:3])[CH3:2]>[Ni]>[C:23]([O:22][C:20]([N:8]([C:6]([O:5][C:1]([CH3:4])([CH3:3])[CH3:2])=[O:7])[CH2:9][C:10]1[CH:15]=[C:14]([NH2:16])[CH:13]=[CH:12][C:11]=1[Cl:19])=[O:21])([CH3:26])([CH3:25])[CH3:24]. Reported procedure: Using the compound obtained in Example 554 as a starting material and also using Raney nickel as a catalyst, the same procedure of Example 2 gave 3.17 g of the titled compound (yield, 98%).